Dataset: the Open Reaction Database (ORD), a public repository of structured organic reaction records. Task: describe an organic reaction: reactants, conditions, products, and yield Starting materials: C(C1=CC=CC=C1)N1CCN(CC1)C1=NC(=CC(=N1)NC=1C=CC(=C(C1)NC(C)=O)C)N(C)C (N-(5-{[2-(4-benzyl-1-piperazinyl)-6-(dimethylamino)-4-pyrimidinyl]amino}-2-methylphenyl)acetamide), [H-].[Al+3].[Li+].[H-].[H-].[H-] (lithium aluminum hydride). Run in O1CCCC1 (tetrahydrofuran). Conditions: temperature 90 celsius. The product is C(C1=CC=CC=C1)N1CCN(CC1)C1=NC(=CC(=N1)NC1=CC(=C(C=C1)C)NCC)N(C)C (2-(4-BENZYL-1-PIPERAZINYL)-N4-[3-(ETHYLAMINO)-4-METHYLPHENYL]-N6,N6-DIMETHYL-4,6-PYRIMIDINEDIAMINE). Yield: 75.7%. RXN SMILES: [CH2:1]([N:8]1[CH2:13][CH2:12][N:11]([C:14]2[N:19]=[C:18]([NH:20][C:21]3[CH:22]=[CH:23][C:24]([CH3:31])=[C:25]([NH:27][C:28](=O)[CH3:29])[CH:26]=3)[CH:17]=[C:16]([N:32]([CH3:34])[CH3:33])[N:15]=2)[CH2:10][CH2:9]1)[C:2]1[CH:7]=[CH:6][CH:5]=[CH:4][CH:3]=1.[H-].[Al+3].[Li+].[H-].[H-].[H-]>O1CCCC1>[CH2:1]([N:8]1[CH2:9][CH2:10][N:11]([C:14]2[N:19]=[C:18]([NH:20][C:21]3[CH:22]=[CH:23][C:24]([CH3:31])=[C:25]([NH:27][CH2:28][CH3:29])[CH:26]=3)[CH:17]=[C:16]([N:32]([CH3:34])[CH3:33])[N:15]=2)[CH2:12][CH2:13]1)[C:2]1[CH:7]=[CH:6][CH:5]=[CH:4][CH:3]=1 |f:1.2.3.4.5.6|. Reported procedure: A mixture of N-(5-{[2-(4-benzyl-1-piperazinyl)-6-(dimethylamino)-4-pyrimidinyl]amino}-2-methylphenyl)acetamide (40 mg, 0.08 mmol) and lithium aluminum hydride (76 mg, 2 mmol) in tetrahydrofuran (3 mL) was heated at 90° C. for 12 hours. The crude product was filtered through Celite® and purified by preparative thin-layer chromatography [eluent: EtOAc/hexane (1:1)], giving the desired product (27 mg, 76%). Reactants: CC1=NC=2N(C(=C1)C)N=C(C2CC(=O)O)C2=CC=CC=C2 (5,7-dimethyl-2-phenylpyrazolo[1,5-a]pyrimidine-3-acetic acid), C(=O)(N1C=NC=C1)N1C=NC=C1 (1,1'-carbonyldiimidazole), CN (monomethylamine). The solvent is O1CCCC1 (tetrahydrofuran), O1CCCC1 (tetrahydrofuran). Run at time 4 hour. The product is CNC(CC=1C(=NN2C1N=C(C=C2C)C)C2=CC=CC=C2)=O (N,5,7-Trimethyl-2-phenylpyrazolo[1,5-a]pyrimidine-3-acetamide). As a reaction SMILES: [CH3:1][C:2]1[CH:7]=[C:6]([CH3:8])[N:5]2[N:9]=[C:10]([C:16]3[CH:21]=[CH:20][CH:19]=[CH:18][CH:17]=3)[C:11]([CH2:12][C:13](O)=[O:14])=[C:4]2[N:3]=1.[C:22](N1C=CN=C1)([N:24]1C=CN=C1)=O.CN>O1CCCC1>[CH3:22][NH:24][C:13](=[O:14])[CH2:12][C:11]1[C:10]([C:16]2[CH:17]=[CH:18][CH:19]=[CH:20][CH:21]=2)=[N:9][N:5]2[C:6]([CH3:8])=[CH:7][C:2]([CH3:1])=[N:3][C:4]=12. Procedure details: A suspension of 3.0 g (0.011 mole) of 5,7-dimethyl-2-phenylpyrazolo[1,5-a]pyrimidine-3-acetic acid and 1.73 g (0.011 mole) of 1,1'-carbonyldiimidazole in 120 ml of anhydrous tetrahydrofuran was stirred at room temperature for 4 hours while a stream of nitrogen was bubbled through the mixture. The clear solution which formed was treated with a solution of monomethylamine in tetrahydrofuran (12.8 ml; 0.033 mole; 2.59M) and the mixture stirred at room temperature for 17 hours under nitrogen. Reported procedure: To all of the compound obtained in step (a) above were added 39 g of sodium hydroxide and 120 ml of propylene glycol, and the mixture was stirred at room temperature for 10 minutes. The liquid reaction mixture was made acidic by addition of 6N hydrochloric acid and was extracted with benzene. The extract was washed with water and dried, and the solvent was removed by distillation. The residue was dissolved in 120 ml of pyridine and 0.6 g of copper powder was added to the solution. The mixture wa... The reactants are C(#N)C(C(=O)OCC)C(CC\C=C(\CCC=C(C)C)/C)C (ethyl (E)-2-cyano-3,7,11-trimethyl-6,10-dodecadienoate), [OH-].[Na+] (sodium hydroxide), Cl (hydrochloric acid). As a reaction SMILES: [C:1]([CH:3]([CH:9]([CH3:21])[CH2:10][CH2:11]/[CH:12]=[C:13](\[CH3:20])/[CH2:14][CH2:15][CH:16]=[C:17]([CH3:19])[CH3:18])C(OCC)=O)#[N:2].[OH-].[Na+].Cl>C(O)C(O)C>[CH3:21][CH:9]([CH2:10][CH2:11]/[CH:12]=[C:13](\[CH3:20])/[CH2:14][CH2:15][CH:16]=[C:17]([CH3:19])[CH3:18])[CH2:3][C:1]#[N:2] |f:1.2|. Yields the product CC(CC#N)CC\C=C(\CCC=C(C)C)/C ((E)-3,7,11-trimethyl-6,10-dodecadienonitrile). Solvent: C(C(C)O)O (propylene glycol). Run at time 10 minute.